From a dataset of the Open Reaction Database (ORD), a public repository of structured organic reaction records. describe an organic reaction: reactants, conditions, products, and yield Starting materials: C1(C=2C(C(N1CC1=NN=NN1)=O)=CC=CC2)=O (5-phthalimidomethyltetrazole), CCCC[Sn](CCCC)(CCCC)O[Sn](CCCC)(CCCC)CCCC (bis(tributyltin) oxide), CI (methyl iodide). Run at time 3 day. The product is CN1N=NN=C1CN1C(C=2C(C1=O)=CC=CC2)=O (1-methyl-5-phthalimidomethyltetrazole). As a reaction SMILES: [C:1]1(=[O:17])[N:5]([CH2:6][C:7]2[NH:11][N:10]=[N:9][N:8]=2)[C:4](=[O:12])[C:3]2=[CH:13][CH:14]=[CH:15][CH:16]=[C:2]12.[CH3:18]CCC[Sn](O[Sn](CCCC)(CCCC)CCCC)(CCCC)CCCC.CI>>[CH3:18][N:11]1[C:7]([CH2:6][N:5]2[C:4](=[O:12])[C:3]3=[CH:13][CH:14]=[CH:15][CH:16]=[C:2]3[C:1]2=[O:17])=[N:8][N:9]=[N:10]1. Reported procedure: A mixture of 5-phthalimidomethyltetrazole (5 g; J. Org. Chem., 1959, 24, 1643), bis(tributyltin) oxide (11 ml) and methyl iodide (9 ml) was stirred vigorously at laboratory temperature for 3 days. The mixture was evaporated to dryness and the residue was washed with hexane and then triturated under ethanol. There was thus obtained as a white solid 1-methyl-5-phthalimidomethyltetrazole (3.1 g). The reactants are [OH-].[Li+] (lithium hydroxide), COC(=O)C1=C(C2=C(N=CN=C2NC2=C(C=C(C=C2)F)O[C@@H]2C[C@H](CCC2)O)S1)C (racemic racemic 4-[4-fluoro-2-((trans)-3-hydroxy-cyclohexyloxy)-phenylamino]-5-methyl-thieno[2,3-d]pyrimidine-6-carboxylic acid methylester), C(CC(O)(C(=O)O)CC(=O)O)(=O)O (citric acid). Run in O (water), O (water). Conditions: time 8 hour. Product: FC1=CC(=C(C=C1)NC=1C2=C(N=CN1)SC(=C2C)C(=O)O)O[C@@H]2C[C@H](CCC2)O (racemic Racemic 4-[4-Fluoro-2-((trans)-3-hydroxy-cyclohexyloxy)phenylamino]-5-methyl-thieno[2,3-d]pyrimidine-6-carboxylic acid). Reaction SMILES: [OH-].[Li+].C[O:4][C:5]([C:7]1[S:31][C:10]2[N:11]=[CH:12][N:13]=[C:14]([NH:15][C:16]3[CH:21]=[CH:20][C:19]([F:22])=[CH:18][C:17]=3[O:23][C@H:24]3[CH2:29][CH2:28][CH2:27][C@H:26]([OH:30])[CH2:25]3)[C:9]=2[C:8]=1[CH3:32])=[O:6].C(O)(=O)CC(CC(O)=O)(C(O)=O)O>O>[F:22][C:19]1[CH:20]=[CH:21][C:16]([NH:15][C:14]2[C:9]3[C:8]([CH3:32])=[C:7]([C:5]([OH:6])=[O:4])[S:31][C:10]=3[N:11]=[CH:12][N:13]=2)=[C:17]([O:23][C@H:24]2[CH2:29][CH2:28][CH2:27][C@H:26]([OH:30])[CH2:25]2)[CH:18]=1 |f:0.1|. Reported procedure: 2.665 g lithium hydroxide were added to a mixture of 6.5 g racemic racemic 4-[4-fluoro-2-((trans)-3-hydroxy-cyclohexyloxy)-phenylamino]-5-methyl-thieno[2,3-d]pyrimidine-6-carboxylic acid methylester in 350 ml water and 70 ml water. The mixture was stirred overnight. Then the mixture was acidified by addition of citric acid (10% in water) and concentrated. Water was added and the mixture was filtered. The solid was washed with water and dried. Starting materials: BrCC1=CC=C2C=CC(=CC2=C1)C#N (7-Bromomethyl-2-naphthalenecarbonitrile), CS(=O)C (dimethyl sulfoxide). The reagents and catalysts are F[B-](F)(F)F.[Ag+] (Silver tetrafluoroborate). Reaction conditions: time 14 hour. The product is C(=O)C1=CC=C2C=CC(=CC2=C1)C#N (7-formyl-2-naphthalenecarbonitrile). RXN SMILES: Br[CH2:2][C:3]1[CH:12]=[C:11]2[C:6]([CH:7]=[CH:8][C:9]([C:13]#[N:14])=[CH:10]2)=[CH:5][CH:4]=1.CS(C)=[O:17]>F[B-](F)(F)F.[Ag+]>[CH:2]([C:3]1[CH:12]=[C:11]2[C:6]([CH:7]=[CH:8][C:9]([C:13]#[N:14])=[CH:10]2)=[CH:5][CH:4]=1)=[O:17] |f:2.3|. Reported procedure: Silver tetrafluoroborate (1,168 mg) was suspended in 6 ml of dimethyl sulfoxide, 1,230 mg of 7-Bromomethyl-2-naphthalenecarbonitrile was added to the suspension, and the mixture was stirred at room temperature for 14 hours. The reaction solution was filtered, water was added to the mother liquid, and the mixture was extracted with ethyl acetate. The extract was washed with brine, dried over anhydrous sodium sulfate, and then evaporated. The resulting residue was purified by silica gel column chr... Reactants: CC(=O)CCOCc1ccccc1, NO. Product: CC(CCOCc1ccccc1)=NO. RXN SMILES: [CH2:3]([c:4]1[cH:5][cH:6][cH:7][cH:8][cH:9]1)[O:10][CH2:11][CH2:12][C:13]([CH3:14])=[O:15].[NH2:1][OH:2]>>[N:1]([OH:2])=[C:13]([CH2:12][CH2:11][O:10][CH2:3][c:4]1[cH:5][cH:6][cH:7][cH:8][cH:9]1)[CH3:14]. Starting materials: O=C1NC2=C(C=CC=C2C1)NC1=C(C=CC=C1)Cl (2-oxo-7-(2-chloroanilino)indoline), [OH-].[Na+] (sodium hydroxide), O1CCOCC1 (dioxane). The solvent is O (water). Yields the product NC1=C(C=CC=C1NC1=C(C=CC=C1)Cl)CC(=O)O (2-[2-amino-3-(2-chloroanilino)phenyl]acetic acid). Reaction SMILES: [O:1]=[C:2]1[CH2:10][C:9]2[C:4](=[C:5]([NH:11][C:12]3[CH:17]=[CH:16][CH:15]=[CH:14][C:13]=3[Cl:18])[CH:6]=[CH:7][CH:8]=2)[NH:3]1.[OH-].[Na+].[O:21]1CCOCC1>O>[NH2:3][C:4]1[C:5]([NH:11][C:12]2[CH:17]=[CH:16][CH:15]=[CH:14][C:13]=2[Cl:18])=[CH:6][CH:7]=[CH:8][C:9]=1[CH2:10][C:2]([OH:21])=[O:1] |f:1.2|. Procedure details: A mixture of 2-oxo-7-(2-chloroanilino)indoline (5 g.), sodium hydroxide (1.25 g.), dioxane (30 ml.) and water (60 ml.) was refluxed under heating for 53 hours with stirring. After cooling, the reaction mixture was filtered and the filtrate was evaporated under reduced pressure. The residue was dissolved in water (50 ml.), washed with ethyl acetate, adjusted to pH 4 to 5 with 5% sulfuric acid and then extracted with ethyl acetate (150 ml.). The extract was evaporated under reduced pressure and th... The reactants are Cl (hydrochloric acid), C(C1=CC=CC=C1)(=O)OC1=C(C=CC=C1)OCCCNC(C1=CC=C(C=C1)C(F)(F)F)=O (3-(4-(trifluoromethyl)benzamido)propyloxyphenyl benzoate), CO (methanol), [OH-].[Na+] (sodium hydroxide). Run in O (water). Reaction conditions: temperature 0 celsius. Yields the product FC(C1=CC=C(C(=O)NCCCOC2=C(C=CC=C2)O)C=C1)(F)F (3-(4-(trifluoromethyl)benzamido)propyloxyphenol). The yield is 94.0%. Reaction SMILES: C([O:9][C:10]1[CH:15]=[CH:14][CH:13]=[CH:12][C:11]=1[O:16][CH2:17][CH2:18][CH2:19][NH:20][C:21](=[O:32])[C:22]1[CH:27]=[CH:26][C:25]([C:28]([F:31])([F:30])[F:29])=[CH:24][CH:23]=1)(=O)C1C=CC=CC=1.CO.[OH-].[Na+].Cl>O>[F:29][C:28]([F:30])([F:31])[C:25]1[CH:26]=[CH:27][C:22]([C:21]([NH:20][CH2:19][CH2:18][CH2:17][O:16][C:11]2[CH:12]=[CH:13][CH:14]=[CH:15][C:10]=2[OH:9])=[O:32])=[CH:23][CH:24]=1 |f:2.3|. Procedure: To a mixture of 0.87 g of 3-ethyl-5-methyl-4-(3-(4-(trifluoromethyl)benzamido)propyloxyphenyl benzoate and 10 ml of methanol was added a mixture of 0.16 g of sodium hydroxide and 2 m of water, while stirring at 0° C. After stirring at room temperature for 24 hours, the reaction mixture was made weak acidic by the addition of 10% hydrochloric acid, and extracted with 50 ml of ethyl acetate. The ethyl acetate layer was washed with saturated saline solution, dried over anhydrous magnesium sulfate, ...